Dataset: the Open Reaction Database (ORD), a public repository of structured organic reaction records. Task: describe an organic reaction: reactants, conditions, products, and yield Solvent: C(C)(=O)O (acetic acid). The reagents and catalysts are [Zn] (zinc). Starting materials: N(O)=C(C(C)=O)CCCCCC (3-oximino-2-nonanone), N=C=O (imino-ketone), CC(CCCCCCC)=O (2-nonanone), [Cl-] (chloride). Product: CC1=NC(=C(N=C1CCCCCC)C)CCCCCC (2,5-dimethyl-3,6-dihexyl-pyrazine). Reported procedure: 5h. 2,5-Dimethyl-3,6-dihexyl-pyrazine was prepared by first forming 3-oximino-2-nonanone by reacting 2-nonanone with nitrocyl chloride according to the method of BOUVEAULT (loc.cit.). The autocondensation of two moles of the imino-ketone in the presence of zinc and acetic acid [according to the method described in Chimia 11, 310 (1957)] yielded 2,5-dimethyl-3,6-dihexyl-pyrazine which had a b.p. of 112°-120°C./0.01 mm. Hg. RXN SMILES: [N:1](=[C:3]([CH2:7][CH2:8][CH2:9][CH2:10][CH2:11][CH3:12])[C:4](=O)[CH3:5])O.[CH3:13][C:14](=O)[CH2:15][CH2:16][CH2:17][CH2:18][CH2:19][CH2:20][CH3:21].[Cl-].[NH:24]=C=O>[Zn].C(O)(=O)C>[CH3:13][C:14]1[C:15]([CH2:16][CH2:17][CH2:18][CH2:19][CH2:20][CH3:21])=[N:24][C:4]([CH3:5])=[C:3]([CH2:7][CH2:8][CH2:9][CH2:10][CH2:11][CH3:12])[N:1]=1. The reactants are C(C)OC(=O)N1[C@H](C[C@H](C2=CC(=CC=C12)C(F)(F)F)NCC1=CC(=CC(=C1)C(F)(F)F)C(F)(F)F)CC (cis-4-(3,5-Bis-trifluoromethyl-benzylamino)-2-ethyl-6-trifluoromethyl-3,4-dihydro-2H-quinoline-1-carboxylic acid ethyl ester), C(C)(=O)OC(C)=O (acetic anhydride), C(=O)[O-].[Na+] (sodium formate). Run in C(=O)O (formic acid), O (water). Conditions: time 24 hour. Yields the product C(C)OC(=O)N1[C@H](C[C@H](C2=CC(=CC=C12)C(F)(F)F)N(C=O)CC1=CC(=CC(=C1)C(F)(F)F)C(F)(F)F)CC (cis-4-[(3,5-Bis-trifluoromethyl-benzyl)-formyl-amino]-2-ethyl-6-trifluoromethyl-3,4-dihydro-2H-quinoline-1-carboxylic acid ethyl ester). The yield is 86.4%. As a reaction SMILES: [CH2:1]([O:3][C:4]([N:6]1[C:15]2[C:10](=[CH:11][C:12]([C:16]([F:19])([F:18])[F:17])=[CH:13][CH:14]=2)[C@H:9]([NH:20][CH2:21][C:22]2[CH:27]=[C:26]([C:28]([F:31])([F:30])[F:29])[CH:25]=[C:24]([C:32]([F:35])([F:34])[F:33])[CH:23]=2)[CH2:8][C@@H:7]1[CH2:36][CH3:37])=[O:5])[CH3:2].[C:38](OC(=O)C)(=[O:40])C.C([O-])=O.[Na+]>C(O)=O.O>[CH2:1]([O:3][C:4]([N:6]1[C:15]2[C:10](=[CH:11][C:12]([C:16]([F:17])([F:18])[F:19])=[CH:13][CH:14]=2)[C@H:9]([N:20]([CH2:21][C:22]2[CH:27]=[C:26]([C:28]([F:29])([F:30])[F:31])[CH:25]=[C:24]([C:32]([F:35])([F:33])[F:34])[CH:23]=2)[CH:38]=[O:40])[CH2:8][C@@H:7]1[CH2:36][CH3:37])=[O:5])[CH3:2] |f:2.3|. Procedure: A solution of cis-4-(3,5-bis-trifluoromethyl-benzylamino)-2-ethyl-6-trifluoromethyl-3,4-dihydro-2H-quinoline-1-carboxylic acid ethyl ester (Example 3E) (2.0 g, 3.65 mmol) in 20 mL of formic acid was treated with acetic anhydride (11.29 g, 111 mmol) and sodium formate (1.25 g, 18.5 mmol). After stirring for 24 h at room temperature, the reaction mixture was diluted with water and extracted with ethyl acetate. The combined organic phases were dried over magnesium sulfate, filtered and concentrated... Reactants: COC=1C(=CC2=C(CC(NN=C2C2=CC=CC=C2)=O)C1)OC (7,8-dimethoxy-1-phenyl-3,5-dihydro-4H-2,3-benzodiazepin-4-one), [H-].[Na+] (NaH), oil, C(C1=CC=CC=C1)Br (benzyl bromide). Run in CN(C)C=O (DMF). Reaction conditions: time 2 hour. The product is C(C1=CC=CC=C1)N1N=C(C2=C(C(C1=O)CC1=CC=CC=C1)C=C(C(=C2)OC)OC)C2=CC=CC=C2 (3,5-dibenzyl-7,8-dimethoxy-1-phenyl-3,5-dihydro-4H-2,3-benzodiazepin-4-one). Yield: 79.0%. As a reaction SMILES: [CH3:1][O:2][C:3]1[C:4]([O:21][CH3:22])=[CH:5][C:6]2[C:12]([C:13]3[CH:18]=[CH:17][CH:16]=[CH:15][CH:14]=3)=[N:11][NH:10][C:9](=[O:19])[CH2:8][C:7]=2[CH:20]=1.[H-].[Na+].[CH2:25](Br)[C:26]1[CH:31]=[CH:30][CH:29]=[CH:28][CH:27]=1>CN(C=O)C>[CH2:25]([N:10]1[C:9](=[O:19])[CH:8]([CH2:12][C:6]2[CH:7]=[CH:20][CH:3]=[CH:4][CH:5]=2)[C:7]2[CH:20]=[C:3]([O:2][CH3:1])[C:4]([O:21][CH3:22])=[CH:5][C:6]=2[C:12]([C:13]2[CH:18]=[CH:17][CH:16]=[CH:15][CH:14]=2)=[N:11]1)[C:26]1[CH:31]=[CH:30][CH:29]=[CH:28][CH:27]=1 |f:1.2|. Procedure details: To a solution of 7,8-dimethoxy-1-phenyl-3,5-dihydro-4H-2,3-benzodiazepin-4-one VIaa (200 mg, 0.67 mmol) in DMF (10 ml), under an inert atmosphee, add NaH in oil (50 mg, 1.25 mmol). Then add dropwise benzyl bromide (150 μl, 1.26 mmol). After 2 hours at room temperature, evaporate the DMF. Take up the residue in CH2Cl2, wash twice with water. Dry the organic phases on Na2SO4. Purify by silica gel column chromatography (AcOEt/hexane, 4:1). Yield: 79%. 1H-NMR (200 MHz, CDCl3): d 3.35–3.56 (m, 2H, CH...